This data is from the Open Reaction Database (ORD), a public repository of structured organic reaction records. The task is: describe an organic reaction: reactants, conditions, products, and yield Reactants: ClC=1C=NC(=NC1)N1CCC(CC1)NC1CC1 ([1-(5-chloro-pyrimidin-2-yl)-piperidin-4-yl]-cyclopropyl-amine), N1(N=NN=C1)C1=CC=C(C(=O)O)C=C1 (4-tetrazol-1-yl-benzoic acid). Product: ClC=1C=NC(=NC1)N1CCC(CC1)N(C(C1=CC=C(C=C1)N1N=NN=C1)=O)C1CC1 (N-[1-(5-Chloro-pyrimidin-2-yl)-piperidin-4-yl]-N-cyclopropyl-4-tetrazol-1-yl-benzamide). Reaction SMILES: [Cl:1][C:2]1[CH:3]=[N:4][C:5]([N:8]2[CH2:13][CH2:12][CH:11]([NH:14][CH:15]3[CH2:17][CH2:16]3)[CH2:10][CH2:9]2)=[N:6][CH:7]=1.[N:18]1([C:23]2[CH:31]=[CH:30][C:26]([C:27](O)=[O:28])=[CH:25][CH:24]=2)[CH:22]=[N:21][N:20]=[N:19]1>>[Cl:1][C:2]1[CH:3]=[N:4][C:5]([N:8]2[CH2:13][CH2:12][CH:11]([N:14]([CH:15]3[CH2:17][CH2:16]3)[C:27](=[O:28])[C:26]3[CH:30]=[CH:31][C:23]([N:18]4[CH:22]=[N:21][N:20]=[N:19]4)=[CH:24][CH:25]=3)[CH2:10][CH2:9]2)=[N:6][CH:7]=1. Procedure: The title compound is prepared from [1-(5-chloro-pyrimidin-2-yl)-piperidin-4-yl]-cyclopropyl-amine and 4-tetrazol-1-yl-benzoic acid following a procedure analogous to that described in Example 107. LC (method 19): tR=4.05 min; Mass spectrum (ESI+): m/z=425 [M+H]+. The reactants are ClC1=NC(=CC2=CC(=CC=C12)OC)NC1=NNC(=C1)C ((1-chloro-6-methoxy-isoquinolin-3-yl)-(5-methyl-1H-pyrazol-3-yl)-amine), C1=C(C=CC2=CC=CC=C12)B(O)O (naphthalene-2-boronic acid). Yields the product CC1=CC(=NN1)NC=1N=C(C2=CC=C(C=C2C1)OC)C1=CC2=CC=CC=C2C=C1 ((5-methyl-1H-pyrazol-3-yl)-(1-naphthalen-2-yl-6-methoxy-isoquinolin-3-yl)-amine). Reaction SMILES: Cl[C:2]1[C:11]2[C:6](=[CH:7][C:8]([O:12][CH3:13])=[CH:9][CH:10]=2)[CH:5]=[C:4]([NH:14][C:15]2[CH:19]=[C:18]([CH3:20])[NH:17][N:16]=2)[N:3]=1.[CH:21]1[C:30]2[C:25](=[CH:26][CH:27]=[CH:28][CH:29]=2)[CH:24]=[CH:23][C:22]=1B(O)O>>[CH3:20][C:18]1[NH:17][N:16]=[C:15]([NH:14][C:4]2[N:3]=[C:2]([C:23]3[CH:22]=[CH:21][C:30]4[C:25](=[CH:26][CH:27]=[CH:28][CH:29]=4)[CH:24]=3)[C:11]3[C:6]([CH:5]=2)=[CH:7][C:8]([O:12][CH3:13])=[CH:9][CH:10]=3)[CH:19]=1. Procedure details: Similar procedure as described in example 131 was used, starting (1-chloro-6-methoxy-isoquinolin-3-yl)-(5-methyl-1H-pyrazol-3-yl)-amine and naphthalene-2-boronic acid to give (5-methyl-1H-pyrazol-3-yl)-(1-naphthalen-2-yl-6-methoxy-isoquinolin-3-yl)-amine. LC-MS m/e 381(MH+). Starting materials: C(C1=CC=CC=C1)(C1=CC=CC=C1)(C1=CC=CC=C1)S[C@H]1[C@H](O)[C@@H](O)[C@H](O)[C@H](O1)CO (S-Trityl-1-thio-β-D-glucopyranose), CN=C=O (Methyl isocyanate). Solvent: CN(C=O)C (dimethylformamide). Reaction conditions: temperature 65 celsius, time 2 hour. Yields the product C(C1=CC=CC=C1)(C1=CC=CC=C1)(C1=CC=CC=C1)S[C@H]1[C@H](OC(NC)=O)[C@@H](OC(NC)=O)[C@H](OC(NC)=O)[C@H](O1)COC(NC)=O (S-trityl-2,3,4,6-tetra-O-(N-methylcarbamoyl)-1-thio-β-D-glucopyranose). Reaction SMILES: [C:1]([S:20][C@@H:21]1[O:29][C@H:28]([CH2:30][OH:31])[C@@H:26]([OH:27])[C@H:24]([OH:25])[C@H:22]1[OH:23])([C:14]1[CH:19]=[CH:18][CH:17]=[CH:16][CH:15]=1)([C:8]1[CH:13]=[CH:12][CH:11]=[CH:10][CH:9]=1)[C:2]1[CH:7]=[CH:6][CH:5]=[CH:4][CH:3]=1.[CH3:32][N:33]=[C:34]=[O:35]>CN(C)C=O>[C:1]([S:20][C@@H:21]1[O:29][C@H:28]([CH2:30][O:31][C:34](=[O:35])[NH:33][CH3:32])[C@@H:26]([O:27][C:34](=[O:35])[NH:33][CH3:32])[C@H:24]([O:25][C:34](=[O:35])[NH:33][CH3:32])[C@H:22]1[O:23][C:34](=[O:35])[NH:33][CH3:32])([C:14]1[CH:19]=[CH:18][CH:17]=[CH:16][CH:15]=1)([C:8]1[CH:9]=[CH:10][CH:11]=[CH:12][CH:13]=1)[C:2]1[CH:7]=[CH:6][CH:5]=[CH:4][CH:3]=1. Reported procedure: S-Trityl-1-thio-β-D-glucopyranose (0.70 g., 1.6 mmole) is dissolved in 20 ml. of dry dimethylformamide. Methyl isocyanate (1.5 ml.) is added and the mixture is stirred for 1.5 hours at room temperature and for an additional two hours at 65° C. The solvent is evaporated at reduced pressure, the residue is triturated with water and neutralized to pH 4 with dilute hydrochloric acid. Extracting the organic materials into chloroform, evaporating the chloroform extract and chromatographing the residue... The reactants are three, C(C)(=O)O.N1CCCCC1 (piperidine acetate), C(C(C)(C)C)(=O)C1=CN(C2=NC=C(N=C21)NC2=CC=C(C=O)C=C2)COCC[Si](C)(C)C (4-(7-pivaloyl-5-((2-(trimethylsilyl)-ethoxy)methyl)-5H-pyrrolo[2,3-b]pyrazin-2-ylamino)benzaldehyde), N1(CCC1)C(CC#N)=O (3-(azetidin-1-yl)-3-oxopropanenitrile). Solvent: C(C)O (ethanol), C(C)O (ethanol). Product: N1(CCC1)C(=O)C(C#N)=CC1=CC=C(C=C1)NC=1N=C2C(=NC1)N(C=C2C(C(C)(C)C)=O)COCC[Si](C)(C)C (2-(azetidine-1-carbonyl)-3-(4-(7-pivaloyl-5-((2-(trimethylsilyl)ethoxy)-methyl)-5H-pyrrolo[2,3-b]pyrazin-2-ylamino)phenyl)acrylonitrile). Isolated yield 86.4%. Reaction SMILES: [C:1]([C:7]1[C:15]2[C:10](=[N:11][CH:12]=[C:13]([NH:16][C:17]3[CH:24]=[CH:23][C:20]([CH:21]=O)=[CH:19][CH:18]=3)[N:14]=2)[N:9]([CH2:25][O:26][CH2:27][CH2:28][Si:29]([CH3:32])([CH3:31])[CH3:30])[CH:8]=1)(=[O:6])[C:2]([CH3:5])([CH3:4])[CH3:3].[N:33]1([C:37](=[O:41])[CH2:38][C:39]#[N:40])[CH2:36][CH2:35][CH2:34]1.C(O)(=O)C.N1CCCCC1>C(O)C>[N:33]1([C:37]([C:38](=[CH:21][C:20]2[CH:23]=[CH:24][C:17]([NH:16][C:13]3[N:14]=[C:15]4[C:7]([C:1](=[O:6])[C:2]([CH3:4])([CH3:3])[CH3:5])=[CH:8][N:9]([CH2:25][O:26][CH2:27][CH2:28][Si:29]([CH3:31])([CH3:30])[CH3:32])[C:10]4=[N:11][CH:12]=3)=[CH:18][CH:19]=2)[C:39]#[N:40])=[O:41])[CH2:36][CH2:35][CH2:34]1 |f:2.3|. Procedure: To a 50 ml three necked round bottom flask 4-(7-pivaloyl-5-((2-(trimethylsilyl)-ethoxy)methyl)-5H-pyrrolo[2,3-b]pyrazin-2-ylamino)benzaldehyde (0.13 g, 0.00029 mole) and 3-(azetidin-1-yl)-3-oxopropanenitrile (0.107 g, 0.00086 mole) was taken in ethanol (20 ml). To this reaction mixture, piperidine acetate (0.05 ml) was added drop wise at RT. After completion of the addition, the reaction mixture was refluxed for 2 hr. After completion of the reaction, ethanol was distilled out under vacuum and w...